Dataset: the Open Reaction Database (ORD), a public repository of structured organic reaction records. Task: describe an organic reaction: reactants, conditions, products, and yield Reactants: BrC=1C=2N(C=C(C1)F)C(=CN2)C(=O)OCC (ethyl 8-bromo-6-fluoroimidazo[1,2-a]pyridine-3-carboxylate), CC1(OB(OC1(C)C)C1=CN=C(O1)[Si](C(C)C)(C(C)C)C(C)C)C (5-(4,4,5,5-tetramethyl-1,3,2-dioxaborolan-2-yl)-2-(triisopropylsilyl)oxazole), C([O-])([O-])=O.[K+].[K+] (potassium carbonate). The reagents and catalysts are C=1C=CC(=CC1)[P](C=2C=CC=CC2)(C=3C=CC=CC3)[Pd]([P](C=4C=CC=CC4)(C=5C=CC=CC5)C=6C=CC=CC6)([P](C=7C=CC=CC7)(C=8C=CC=CC8)C=9C=CC=CC9)[P](C=1C=CC=CC1)(C=1C=CC=CC1)C=1C=CC=CC1 (tetrakis(triphenylphosphine)palladium(0)). The solvent is COCCOC.O (DME water), O (water). Reaction conditions: temperature 120 celsius, time 40 minute. The product is FC=1C=C(C=2N(C1)C(=CN2)C(=O)OCC)C2=CN=CO2 (ethyl 6-fluoro-8-(1,3-oxazol-5-yl)imidazo[1,2-a]pyridine-3-carboxylate). Yield: 20.0%. RXN SMILES: Br[C:2]1[C:3]2[N:4]([C:9]([C:12]([O:14][CH2:15][CH3:16])=[O:13])=[CH:10][N:11]=2)[CH:5]=[C:6]([F:8])[CH:7]=1.CC1(C)C(C)(C)OB([C:25]2[O:29][C:28]([Si](C(C)C)(C(C)C)C(C)C)=[N:27][CH:26]=2)O1.C(=O)([O-])[O-].[K+].[K+]>COCCOC.O.O.C1C=CC([P]([Pd]([P](C2C=CC=CC=2)(C2C=CC=CC=2)C2C=CC=CC=2)([P](C2C=CC=CC=2)(C2C=CC=CC=2)C2C=CC=CC=2)[P](C2C=CC=CC=2)(C2C=CC=CC=2)C2C=CC=CC=2)(C2C=CC=CC=2)C2C=CC=CC=2)=CC=1>[F:8][C:6]1[CH:7]=[C:2]([C:25]2[O:29][CH:28]=[N:27][CH:26]=2)[C:3]2[N:4]([C:9]([C:12]([O:14][CH2:15][CH3:16])=[O:13])=[CH:10][N:11]=2)[CH:5]=1 |f:2.3.4,5.6,^1:58,60,79,98|. Procedure: A mixture of ethyl 8-bromo-6-fluoroimidazo[1,2-a]pyridine-3-carboxylate (1.0 g), 5-(4,4,5,5-tetramethyl-1,3,2-dioxaborolan-2-yl)-2-(triisopropylsilyl)oxazole (1.2 g), tetrakis(triphenylphosphine)palladium(0) (403 mg) and potassium carbonate (963 mg) in DME/water (15/4 mL) was stirred with microwave irradiation at 120° C. for 40 min. The reaction mixture was diluted with water, and extracted with ethyl acetate. The extract was dried over anhydrous magnesium sulfate, and the solvent was evaporated... Reactants: COc1ccc(Sc2ccccc2C(=O)O)cc1, COC(C)O[Al+]OC(C)OC, [H-], [H-], [Na+]. The product is COc1ccc(Sc2ccccc2CO)cc1. RXN SMILES: [CH3:1][O:2][c:3]1[cH:4][cH:5][c:6]([S:9][c:10]2[c:11]([C:12](=[O:13])[OH:14])[cH:15][cH:16][cH:17][cH:18]2)[cH:7][cH:8]1.[CH3:20][O:21][CH:22]([O:23][Al+:24][O:25][CH:26]([O:27][CH3:28])[CH3:29])[CH3:30].[H-:19].[H-:32].[Na+:31]>>[CH3:1][O:2][c:3]1[cH:4][cH:5][c:6]([S:9][c:10]2[c:11]([CH2:12][OH:13])[cH:15][cH:16][cH:17][cH:18]2)[cH:7][cH:8]1.